This data is from the Open Reaction Database (ORD), a public repository of structured organic reaction records. The task is: describe an organic reaction: reactants, conditions, products, and yield The reactants are C(#N)C1=C(C=O)C=CC=C1 (cyanobenzaldehyde), C(C)(=O)C1=CC=CC=C1 (acetophenone), [OH-].[Na+] (sodium hydroxide), C(#N)C1=CC=C(C=C1)C(C(C)=O)C1=CC=CC=C1 (3-(p-cyanophenyl)-3-phenylpropanone), OS(=O)(=O)[O-].[K+] (KHSO4). The solvent is C(C)O (ethanol). Yields the product C=1C=CC(=CC1)C(=O)/C=C/C=2C=CC(=CC2)C#N (p-cyanochalcone). Reaction SMILES: C([C:3]1[CH:10]=[CH:9][CH:8]=[CH:7][C:4]=1[CH:5]=[O:6])#N.C(C1C=CC=CC=1)(=O)C.[OH-].[Na+].[C:22]([C:24]1[CH:29]=[CH:28][C:27]([CH:30](C2C=CC=CC=2)[C:31](=O)C)=[CH:26][CH:25]=1)#[N:23].OS([O-])(=O)=O.[K+]>C(O)C>[CH:9]1[CH:8]=[CH:7][C:4]([C:5](/[CH:31]=[CH:30]/[C:27]2[CH:26]=[CH:25][C:24]([C:22]#[N:23])=[CH:29][CH:28]=2)=[O:6])=[CH:3][CH:10]=1 |f:2.3,5.6|. Procedure: 1 Mol of cyanobenzaldehyde is reacted with 1 mol of acetophenone and sodium hydroxide in ethanol. The resulting 3-(p-cyanophenyl)-3-phenylpropanone is reacted with KHSO4 to obtain p-cyanochalcone. The p-cyanochalcone is hydrogenated in the presence of a platinum catalyst to produce 3-(p-cyanophenyl)-1-phenylpropanone. The resulting compound is reacted with hydrazine and potassium hydroxide in triethylene glycol to produce p-cyanodiphenylpropane. The p-cyanodiphenylpropane is reacted with fuming ... The reactants are [H-].[Na+] (Sodium hydride), CC1(COC2(N1)CCCCC2)CO ((3-methyl-1-oxa-4-aza-spiro[4.5]dec-3-yl)-methanol), C(C)O (Ethanol), [H-].[Na+] (sodium hydride), C(C#C)Br (propargyl bromide), C(C#C)Br (Propargyl bromide). The solvent is C1CCOC1 (THF), C(C)OCC (diethyl ether). Yields the product CC1(COC2(N1)CCCCC2)COCC#C (3-Methyl-3prop-2-ynyloxymethyl-1-oxa-4-aza-spiro[4.5]decane). As a reaction SMILES: [H-].[Na+].[CH3:3][C:4]1([CH2:14][OH:15])[NH:8][C:7]2([CH2:13][CH2:12][CH2:11][CH2:10][CH2:9]2)[O:6][CH2:5]1.[CH2:16](Br)[C:17]#[CH:18].C(O)C>C1COCC1.C(OCC)C>[CH3:3][C:4]1([CH2:14][O:15][CH2:18][C:17]#[CH:16])[NH:8][C:7]2([CH2:13][CH2:12][CH2:11][CH2:10][CH2:9]2)[O:6][CH2:5]1 |f:0.1|. Procedure: Sodium hydride (55% in dispersion in oil) (0.636 g) was added portion wise to a solution of (3-methyl-1-oxa-4-aza-spiro[4.5]dec-3-yl)-methanol (2.0 g) in dry THF (30 ml) at 0° C. The reaction mixture was stirred at R.T. for 50′. Propargyl bromide (0.972 ml) was added dropwise at 0° C. and the resulting mixture was stirred at R.T. for 2 h 30. Additional sodium hydride (55% in dispersion in oil) (0.047 g) and propargyl bromide (0.081 ml) were added at 0° C. followed by the heating of the reaction ... Reactants: NS(=O)(=O)c1ncccc1Cl, OO, O=C(O)C(F)(F)F. Product: NS(=O)(=O)c1c(Cl)ccc[n+]1[O-]. RXN SMILES: [Cl:1][c:2]1[c:3]([S:8](=[O:9])(=[O:10])[NH2:11])[n:4][cH:5][cH:6][cH:7]1.[OH:12][OH:13].[OH:14][C:15]([C:16]([F:17])([F:18])[F:19])=[O:20]>>[Cl:1][c:2]1[c:3]([S:8](=[O:9])(=[O:10])[NH2:11])[n+:4]([O-:12])[cH:5][cH:6][cH:7]1. Starting materials: C(CCCCC=C)C(C(=O)OCC)(C(=O)OCC)CCC(C(C(C(F)(F)F)(F)F)(F)F)(F)F (diethyl 2-(6-heptenyl)-2-(3,3,4,4,5,5,6,6,6-nonafluorohexyl)malonate), [Cl-].[Li+] (lithium chloride), O (water), O (Water). Solvent: CS(=O)C (dimethyl sulfoxide). Product: FC(CCC(C(=O)OCC)CCCCCC=C)(C(C(C(F)(F)F)(F)F)(F)F)F (ethyl 2-(3,3,4,4,5,5,6,6,6-nonafluorohexyl)-8-nonenoate). Isolated yield 88.5%. Reaction SMILES: [CH2:1]([C:8]([CH2:19][CH2:20][C:21]([F:33])([F:32])[C:22]([F:31])([F:30])[C:23]([F:29])([F:28])[C:24]([F:27])([F:26])[F:25])(C(OCC)=O)[C:9]([O:11][CH2:12][CH3:13])=[O:10])[CH2:2][CH2:3][CH2:4][CH2:5][CH:6]=[CH2:7].[Cl-].[Li+].O>CS(C)=O>[F:32][C:21]([F:33])([C:22]([F:30])([F:31])[C:23]([F:28])([F:29])[C:24]([F:27])([F:26])[F:25])[CH2:20][CH2:19][CH:8]([CH2:1][CH2:2][CH2:3][CH2:4][CH2:5][CH:6]=[CH2:7])[C:9]([O:11][CH2:12][CH3:13])=[O:10] |f:1.2|. Procedure: A solution of diethyl 2-(6-heptenyl)-2-(3,3,4,4,5,5,6,6,6-nonafluorohexyl)malonate (1.05 g, 2.1 mmol) in dimethyl sulfoxide (10 ml) was stirred with lithium chloride (0.18 g, 4.2 mmol) and water (0.038 ml, 2.1 mmol) for 5 hours at a temperature of 170° C. to 180° C. Water was added to the reaction mixture, which was then extracted twice with ethyl acetate. The combined organic layers were washed with water and saturated aqueous sodium chloride, and then dried over anhydrous magnesium sulfate. Af... Reactants: P(=O)(Cl)(Cl)Cl (Phosphoryl chloride), C(Cl)(Cl)Cl (chloroform), COC1=C(C=C(CCNC(CC2=CC=C(C=C2)F)=O)C=C1OC)O (N-(4,5-dimethoxy-3-hydroxyphenethyl)-4-fluorophenylacetamide), [BH4-].[Na+] (Sodium borohydride), 318. Solvent: CO (methanol). Run at temperature 55 celsius, time 8 hour. Product: COC=1C=C2CCNC(C2=C(C1OC)O)CC1=CC=C(C=C1)F (6,7-Dimethoxy-1-(4-fluorobenzyl)-1,2,3,4-tetrahydroisoquinolin-8-ol). Isolated yield 48.0%. RXN SMILES: P(Cl)(Cl)(Cl)=O.C(Cl)(Cl)Cl.[CH3:10][O:11][C:12]1[C:30]([O:31][CH3:32])=[CH:29][C:15]([CH2:16][CH2:17][NH:18][C:19](=O)[CH2:20][C:21]2[CH:26]=[CH:25][C:24]([F:27])=[CH:23][CH:22]=2)=[CH:14][C:13]=1[OH:33].[BH4-].[Na+]>CO>[CH3:32][O:31][C:30]1[CH:29]=[C:15]2[C:14](=[C:13]([OH:33])[C:12]=1[O:11][CH3:10])[CH:19]([CH2:20][C:21]1[CH:26]=[CH:25][C:24]([F:27])=[CH:23][CH:22]=1)[NH:18][CH2:17][CH2:16]2 |f:3.4|. Reported procedure: Phosphoryl chloride (370 μl, 3.97 mmol) was added to a chloroform (6 ml)solution of N-(4,5-dimethoxy-3-hydroxyphenethyl)-4-fluorophenylacetamide (437 mg, 1.31 mmol) at room temperature, and the mixture was stirred undera nitrogen atmosphere at 55° C. for 8 hours. The solvent and the excess phosphoryl chloride were removed under reduced pressure and the resultant residue was dissolved in methanol (25 ml). Sodium borohydride (65 mg, 1.72 mmol) was added to this methanol solution under ice cooling ... Starting materials: NC=1C(=C(C(=O)OC)C=C(C1)Cl)CC (methyl 3-amino-5-chloro-2-ethylbenzoate), O=C1CCC(CC1)NC(OC(C)(C)C)=O (tert-butyl (4-oxocyclohexyl)carbamate), C(C)(=O)O[BH-](OC(C)=O)OC(C)=O.[Na+] (sodium triacetoxyborohydride), C(=O)(O)[O-].[Na+] (NaHCO3), O=C1CCC(CC1)NC(OC(C)(C)C)=O (tert-butyl (4-oxocyclohexyl)carbamate), C(C)(=O)O (acetic acid), C(C)(=O)O[BH-](OC(C)=O)OC(C)=O.[Na+] (sodium triacetoxyborohydride). Solvent: O (water), ClCCCl (1,2-dichloroethane). Reaction conditions: time 17 hour. Product: C(C)(C)(C)OC(=O)NC1CCC(CC1)NC=1C(=C(C(=O)OC)C=C(C1)Cl)CC (methyl 3-[(4-{[(tert-butoxy)carbonyl]amino}cyclohexyl)amino]-5-chloro-2-ethylbenzoate). Isolated yield 89.2%. As a reaction SMILES: [NH2:1][C:2]1[C:3]([CH2:13][CH3:14])=[C:4]([CH:9]=[C:10]([Cl:12])[CH:11]=1)[C:5]([O:7][CH3:8])=[O:6].O=[C:16]1[CH2:21][CH2:20][CH:19]([NH:22][C:23](=[O:29])[O:24][C:25]([CH3:28])([CH3:27])[CH3:26])[CH2:18][CH2:17]1.C(O)(=O)C.C(O[BH-](OC(=O)C)OC(=O)C)(=O)C.[Na+].C([O-])(O)=O.[Na+]>ClCCCl.O>[C:25]([O:24][C:23]([NH:22][CH:19]1[CH2:20][CH2:21][CH:16]([NH:1][C:2]2[C:3]([CH2:13][CH3:14])=[C:4]([CH:9]=[C:10]([Cl:12])[CH:11]=2)[C:5]([O:7][CH3:8])=[O:6])[CH2:17][CH2:18]1)=[O:29])([CH3:28])([CH3:26])[CH3:27] |f:3.4,5.6|. Reported procedure: To a stirred solution of methyl 3-amino-5-chloro-2-ethylbenzoate (365 mg, 1.7 mmol) in 1,2-dichloroethane (20 ml) under nitrogen, was added tert-butyl (4-oxocyclohexyl)carbamate (364 mg, 1.7 mmol) followed by acetic acid (587 μl, 10.3 mmol). The solution was stirred for 10 minutes before the portionwise addition of sodium triacetoxyborohydride (1.09 g, 5.1 mmol) over 1 hour. The resulting solution was stirred at room temperature for 17 hours, before treating with tert-butyl (4-oxocyclohexyl)carb...